Task: describe an organic reaction: reactants, conditions, products, and yield. Dataset: the Open Reaction Database (ORD), a public repository of structured organic reaction records Reactants: COC(=O)C(C)N(C1=C(C(=CC=C1C)COC(C)=O)C)C(COC)=O (N-(1'-methoxycarbonyl-ethyl)-N-methoxyacetyl-2,6-dimethyl-3-acetoxymethylaniline), [OH-].[Na+] (sodium hydroxide), CC(=O)C (acetone). Run in O (water). Yields the product COC(=O)C(C)N(C1=C(C(=CC=C1C)CO)C)C(COC)=O (N-(1'-Methoxycarbonyl-ethyl)-N-methoxyacetyl-2,6-dimethyl-3-hydroxymethylaniline). Reaction SMILES: [CH3:1][O:2][C:3]([CH:5]([N:7]([C:21](=[O:25])[CH2:22][O:23][CH3:24])[C:8]1[C:13]([CH3:14])=[CH:12][CH:11]=[C:10]([CH2:15][O:16]C(=O)C)[C:9]=1[CH3:20])[CH3:6])=[O:4].[OH-].[Na+].CC(C)=O>O>[CH3:1][O:2][C:3]([CH:5]([N:7]([C:21](=[O:25])[CH2:22][O:23][CH3:24])[C:8]1[C:13]([CH3:14])=[CH:12][CH:11]=[C:10]([CH2:15][OH:16])[C:9]=1[CH3:20])[CH3:6])=[O:4] |f:1.2|. Procedure: 23.0 g of N-(1'-methoxycarbonyl-ethyl)-N-methoxyacetyl-2,6-dimethyl-3-acetoxymethylaniline, 9.2 g of 30% sodium hydroxide solution and 100 ml of acetone were stirred for 3 hours at room temperature; 20 ml of water were then added, and the reaction mixture was extracted twice with 50 ml of diethyl ether each time. The combined ether extracts were dried over sodium sulfate, and the solvent was evaporated off. The oily crude product was chromatographed through a silica gel column by means of ether/... Reactants: B(Br)(Br)Br (boron tribromide), O (water), NC=1C(=NC(=C(N1)C1=CC=CC=C1)C=1C=NC(=CC1)OC)C#N (3-Amino-6-(6-methoxy-3-pyridyl)-5-phenyl-2-pyrazinecarbonitrile), O (water), CCOC(=O)C (EtOAc). Run in C(Cl)Cl (CH2Cl2), ClCCCl (1,2-dichloroethane). Reaction conditions: temperature 80 celsius, time 24 hour. Yields the product NC=1C(=NC(=C(N1)C1=CC=CC=C1)C1=CNC(C=C1)=O)C#N (3-amino-6-(6-oxo-1,6-dihydro-3-pyridyl)-5-phenyl-2-pyrazinecarbonitrile). Isolated yield 72.0%. RXN SMILES: [NH2:1][C:2]1[C:3]([C:22]#[N:23])=[N:4][C:5]([C:14]2[CH:15]=[N:16][C:17]([O:20]C)=[CH:18][CH:19]=2)=[C:6]([C:8]2[CH:13]=[CH:12][CH:11]=[CH:10][CH:9]=2)[N:7]=1.B(Br)(Br)Br.CCOC(C)=O.O>ClCCCl.C(Cl)Cl>[NH2:1][C:2]1[C:3]([C:22]#[N:23])=[N:4][C:5]([C:14]2[CH:19]=[CH:18][C:17](=[O:20])[NH:16][CH:15]=2)=[C:6]([C:8]2[CH:13]=[CH:12][CH:11]=[CH:10][CH:9]=2)[N:7]=1. Procedure details: 3-Amino-6-(6-methoxy-3-pyridyl)-5-phenyl-2-pyrazinecarbonitrile (370 mg) was dissolved in 1,2-dichloroethane (37 ml). To the solution was added 1M boron tribromide solution in CH2Cl2 (12.2 ml) The mixture was stirred at 80° C. for 24 hours. The mixture was cooled to 20-25° C., and portioned to EtOAc and water. The organic layer was separated. The aqueous layer was extracted with EtOAc. The combined organic layer was washed with brine, and dried over MgSO4. Evaporation of solvent in vacuo gave re...